Dataset: the Open Reaction Database (ORD), a public repository of structured organic reaction records. Task: describe an organic reaction: reactants, conditions, products, and yield Reactants: [Al+3], Cl, O=C(O)Cc1ccccc1F, [H-], [H-], [H-], [H-], [Li+], C1CCOC1, O. The product is OCCc1ccccc1F. Reaction SMILES: [Al+3:2].[ClH:19].[F:7][c:8]1[c:9]([CH2:14][C:15](=[O:16])[OH:17])[cH:10][cH:11][cH:12][cH:13]1.[H-:1].[H-:4].[H-:5].[H-:6].[Li+:3].[O:20]1[CH2:21][CH2:22][CH2:23][CH2:24]1.[OH2:18]>>[F:7][c:8]1[c:9]([CH2:14][CH2:15][OH:16])[cH:10][cH:11][cH:12][cH:13]1. Reactants: CC(C)(C)O, CC(C)(C)[O-], [Cl-], O=[N+]([O-])C=C(Cl)Cl, Cl, [K+], [Na+], O=S(=O)(NCCCS)c1ccccc1. The product is O=[N+]([O-])C=C1SCCCN1S(=O)(=O)c1ccccc1. RXN SMILES: [C:31]([OH:32])([CH3:33])([CH3:34])[CH3:35].[CH3:1][C:2]([CH3:3])([O-:4])[CH3:5].[Cl-:30].[Cl:21][C:22](=[CH:23][N+:24](=[O:25])[O-:26])[Cl:27].[ClH:28].[K+:6].[Na+:29].[SH:7][CH2:8][CH2:9][CH2:10][NH:11][S:12](=[O:13])(=[O:14])[c:15]1[cH:16][cH:17][cH:18][cH:19][cH:20]1>>[S:7]1[CH2:8][CH2:9][CH2:10][N:11]([S:12](=[O:13])(=[O:14])[c:15]2[cH:16][cH:17][cH:18][cH:19][cH:20]2)[C:22]1=[CH:23][N+:24](=[O:25])[O-:26]. Starting materials: Cl.ClC1=CN=C(C2=CC(=CC=C12)S(=O)(=O)N[C@@H]1[C@@H](CCCC1)C(=O)O)NC(=N)N ((±)-cis-2-{[(4-Chloro-1-guanidino-7-isoquinolinyl)sulphonyl]amino}cyclohexanecarboxylic acid hydrochloride), [H-].[Na+] (NaH), ClC1=NC=C(C2=CC=C(C=C12)S(=O)(=O)N[C@@H]1[C@@H](CCCC1)C(=O)OC(C)(C)C)Cl (t-butyl (±)-cis-2-{[(1,4-dichloro-7-isoquinolinyl)sulphonyl]amino}cyclohexanecarboxylate). Solvent: COCCOC (DME), COCCOC (DME). Run at temperature 60 celsius. Product: ClC1=CN=C(C2=CC(=CC=C12)S(=O)(=O)N[C@@H]1[C@@H](CCCC1)C(=O)OC(C)(C)C)NC(=N)N (t-butyl (±)-cis-2-{[(4-chloro-1-guanidino-7-isoquinolinyl)sulphonyl]amino}cyclohexanecarboxylate). Yield: 17.6%. As a reaction SMILES: Cl.[Cl:2][C:3]1[C:12]2[C:7](=[CH:8][C:9]([S:13]([NH:16][C@H:17]3[CH2:22][CH2:21][CH2:20][CH2:19][C@H:18]3[C:23]([OH:25])=[O:24])(=[O:15])=[O:14])=[CH:10][CH:11]=2)[C:6]([NH:26][C:27]([NH2:29])=[NH:28])=[N:5][CH:4]=1.[H-].[Na+].ClC1[C:42]2[C:37](=[CH:38]C=C(S(N[C@H]3CCCC[C@H]3C(OC(C)(C)C)=O)(=O)=O)C=2)[C:36](Cl)=CN=1>COCCOC>[Cl:2][C:3]1[C:12]2[C:7](=[CH:8][C:9]([S:13]([NH:16][C@H:17]3[CH2:22][CH2:21][CH2:20][CH2:19][C@H:18]3[C:23]([O:25][C:37]([CH3:42])([CH3:38])[CH3:36])=[O:24])(=[O:14])=[O:15])=[CH:10][CH:11]=2)[C:6]([NH:26][C:27]([NH2:29])=[NH:28])=[N:5][CH:4]=1 |f:0.1,2.3|. Procedure details: (±)-cis-2-{[(4-Chloro-1-guanidino-7-isoquinolinyl)sulphonyl]amino}cyclohexanecarboxylic acid hydrochloride ##STR56## Guanidine hydrochloride (325 mg, 3.4 mmol) was added in one portion to a stirred suspension of NaH (89 mg, 80% dispersion by wt in mineral oil, 2.97 mmol) in DME (5 mL) and the mixture was heated at 60° C. under N2 for 30 min. A solution of t-butyl (±)-cis-2-{[(1,4-dichloro-7-isoquinolinyl)sulphonyl]amino}cyclohexanecarboxylate (391 mg, 0.85 mmol) in DME (5 mL) was added and the m... RXN SMILES: [BH4-:19].[CH3:21][C:22](=[O:23])[CH3:24].[CH3:31][CH2:32][OH:33].[CH3:34][CH2:35][CH2:36][CH2:37][CH2:38][CH3:39].[Cl:1][c:2]1[cH:3][c:4]([N:5]=[CH:6][c:7]2[c:8]([OH:14])[cH:9][cH:10][c:11]([Br:13])[cH:12]2)[cH:15][c:16]([Cl:18])[cH:17]1.[Na+:20].[O:26]1[CH2:27][CH2:28][CH2:29][CH2:30]1.[OH2:25]>>[Cl:1][c:2]1[cH:3][c:4]([NH:5][CH2:6][c:7]2[c:8]([OH:14])[cH:9][cH:10][c:11]([Br:13])[cH:12]2)[cH:15][c:16]([Cl:18])[cH:17]1. Yields the product Oc1ccc(Br)cc1CNc1cc(Cl)cc(Cl)c1. Reactants: [BH4-], CC(C)=O, CCO, CCCCCC, Oc1ccc(Br)cc1C=Nc1cc(Cl)cc(Cl)c1, [Na+], C1CCOC1, O. Reactants: C(C)OP(=O)(OCC)F (diethylfluorophosphate), C[Si]([O-])(C)C.[K+] (potassium trimethylsilanolate). Run in CCOCC (ether). The product is C(C)OP(=O)(OCC)[O-].[K+] (Potassium diethylphosphate). Yield: 54.5%. As a reaction SMILES: [CH2:1]([O:3][P:4](F)([O:6][CH2:7][CH3:8])=[O:5])[CH3:2].C[Si](C)(C)[O-:12].[K+:15]>CCOCC>[CH2:1]([O:3][P:4]([O-:12])([O:6][CH2:7][CH3:8])=[O:5])[CH3:2].[K+:15] |f:1.2,4.5|. Reported procedure: The procedure of Example 1 was followed except that diethylfluorophosphate (0.9 mL, 6.4 mmol) was added by syringe to a slurry of potassium trimethylsilanolate (0.82 g, 6.4 mmol) in dry ether (25 mL) and a 5 h reaction time was used. Potassium diethylphosphate (0.67 g, 54% yield) was isolated as a tan solid: 1H NMR (D2O, DSS) δ 1.2 (t, J=6.9 Hz, CH3, 6H), 3.9 (q, J=6.9 Hz, CH2, 4H).